This data is from the Open Reaction Database (ORD), a public repository of structured organic reaction records. The task is: describe an organic reaction: reactants, conditions, products, and yield The reactants are Cc1ccccc1Cl, Cl, Cc1ccccc1N, [NH4+], N#C[S-]. Yields the product Cc1ccccc1NC(N)=S. As a reaction SMILES: [Cl:14][c:15]1[cH:16][cH:17][cH:18][cH:19][c:20]1[CH3:21].[ClH:9].[NH2:1][c:2]1[c:3]([CH3:8])[cH:4][cH:5][cH:6][cH:7]1.[NH4+:13].[S-:10][C:11]#[N:12]>>[NH:1]([c:2]1[c:3]([CH3:8])[cH:4][cH:5][cH:6][cH:7]1)[C:11](=[S:10])[NH2:12]. Starting materials: CON(C(=O)[C@H]1N(CSC1)C(=O)OC(C)(C)C)C (N-tert-butoxycarbonyl-(R)-(−)thiazolidine-4-carboxylic acid-N-methoxy-N-methyl amide), [H-].[Al+3].[Li+].[H-].[H-].[H-] (lithium aluminum hydride). Run in C1CCOC1 (THF). Conditions: time 2.5 hour. Product: C(C)(C)(C)OC(=O)N1CSC[C@H]1C=O (N-tert-butoxycarbonyl-(R)-(−)thiazolidine-4-carboxaldehyde). Yield: 101.2%. As a reaction SMILES: CON(C)[C:4]([C@@H:6]1[CH2:10][S:9][CH2:8][N:7]1[C:11]([O:13][C:14]([CH3:17])([CH3:16])[CH3:15])=[O:12])=[O:5].[H-].[Al+3].[Li+].[H-].[H-].[H-]>C1COCC1>[C:14]([O:13][C:11]([N:7]1[C@H:6]([CH:4]=[O:5])[CH2:10][S:9][CH2:8]1)=[O:12])([CH3:17])([CH3:16])[CH3:15] |f:1.2.3.4.5.6|. Reported procedure: To a −78° C. solution in THF (6 mL) of N-tert-butoxycarbonyl-(R)-(−)thiazolidine-4-carboxylic acid-N-methoxy-N-methyl amide (550 mg, 2.0 mmol) was added lithium aluminum hydride (1.0 M in THF, 3.0 mL, 3.0 mmol) and the reaction mixture was stirred for 2.5 hours. The reaction was quenched with 10% aqueous citric acid (30 mL) and warmed to ambient temperature. The mixture was warmed to ambient temperature and extracted with ether (3×). The combined organic extracts were washed with brine, dried ov... Starting materials: O1C2=C(C=C1C(=O)OCC)C=CC1=CC=CC=C12 (ethyl naphtho(1,2-b]furan-2-carboxylate), [BH4-].[Li+] (lithium borohydride), C1CCOC1 (THF), Cl (HCl). The solvent is O (H2O). The product is O1C2=C(C=C1CO)C=CC1=CC=CC=C12 (naphtho[1,2-b]furan-2-methanol). The yield is 85.0%. RXN SMILES: [O:1]1[C:5]([C:6](OCC)=[O:7])=[CH:4][C:3]2[CH:11]=[CH:12][C:13]3[C:18]([C:2]1=2)=[CH:17][CH:16]=[CH:15][CH:14]=3.[BH4-].[Li+].C1COCC1.Cl>O>[O:1]1[C:5]([CH2:6][OH:7])=[CH:4][C:3]2[CH:11]=[CH:12][C:13]3[C:18]([C:2]1=2)=[CH:17][CH:16]=[CH:15][CH:14]=3 |f:1.2|. Procedure: To a RB flask equipped with magnetic stirring bar, reflux condenser, N2 inlet line with bubbler was added ethyl naphtho(1,2-b]furan-2-carboxylate (H. G. Pars Pharmaceutical Laboratories, Inc., 6.85 g, 28.5 mmol), lithium borohydride (Aldrich, 0.62 g, 28.5 mmol) and dry THF (400 mL). The mixture was stirred at reflux for 6 h and then poured into H2O (1 L). The reaction mixture was acidified with 1 N HCl and the resulting white solid was filtered, washed with additional H2O (500 mL) then dissolved...